From a dataset of the Open Reaction Database (ORD), a public repository of structured organic reaction records. describe an organic reaction: reactants, conditions, products, and yield The reactants are CC[O-], CC[O-], CC[O-], CC[O-], COc1c(F)cccc1C(C)CC(O)(C=O)C(F)(F)F, Cc1ncc2c(N)cccc2n1, [Ti+4]. Product: COc1c(F)cccc1C(C)CC(O)(C=Nc1cccc2nc(C)ncc12)C(F)(F)F. RXN SMILES: [CH3:33][CH2:34][O-:35].[CH3:36][CH2:37][O-:38].[CH3:39][CH2:40][O-:41].[CH3:42][CH2:43][O-:44].[F:1][c:2]1[c:3]([O:19][CH3:20])[c:4]([CH:8]([CH2:9][C:10]([CH:11]=[O:12])([C:13]([F:14])([F:15])[F:16])[OH:17])[CH3:18])[cH:5][cH:6][cH:7]1.[NH2:21][c:22]1[c:23]2[cH:24][n:25][c:26]([CH3:32])[n:27][c:28]2[cH:29][cH:30][cH:31]1.[Ti+4:45]>>[F:1][c:2]1[c:3]([O:19][CH3:20])[c:4]([CH:8]([CH2:9][C:10]([CH:11]=[N:21][c:22]2[c:23]3[cH:24][n:25][c:26]([CH3:32])[n:27][c:28]3[cH:29][cH:30][cH:31]2)([C:13]([F:14])([F:15])[F:16])[OH:17])[CH3:18])[cH:5][cH:6][cH:7]1.